This data is from the Open Reaction Database (ORD), a public repository of structured organic reaction records. The task is: describe an organic reaction: reactants, conditions, products, and yield Starting materials: N1(C=NC=C1)C1=NC=C(C=C1)C=1CCC(NN1)=O (4,5-Dihydro-6-[2-(1H-imidazol-1-yl)-5-pyridyl]-3(2H)-pyridazinone), pyrolusite. Run in O1CCOCC1 (dioxan). Product: N1(C=NC=C1)C1=NC=C(C=C1)C=1C=CC(NN1)=O (6-[2-(1H-Imidazol-1-yl)-5-pyridyl]-3(2H)-pyridazinone). Reaction SMILES: [N:1]1([C:6]2[CH:11]=[CH:10][C:9]([C:12]3[CH2:13][CH2:14][C:15](=[O:18])[NH:16][N:17]=3)=[CH:8][N:7]=2)[CH:5]=[CH:4][N:3]=[CH:2]1>O1CCOCC1>[N:1]1([C:6]2[CH:11]=[CH:10][C:9]([C:12]3[CH:13]=[CH:14][C:15](=[O:18])[NH:16][N:17]=3)=[CH:8][N:7]=2)[CH:5]=[CH:4][N:3]=[CH:2]1. Procedure: 2 g. (8.3 mmole) of the compound prepared in Example 2 were boiled in 250 ml. dioxan with 50 g. pyrolusite for 5 hours, filtered off with suction and the filtrate concentrated until it crystallised. After recrystallisation from ethanol, there was obtained 1 g. of the title compound; m.p. 300° C. Starting materials: C(CCCC)[C@@H]1CC[C@H](CC1)CCCOC1=CC=C(C=C1)OC(C1=CC(=C(C=C1)OCCCCCC)F)=O (4-hexyloxy-3-fluorobenzoic acid 4-[3-(trans-4-pentylcyclohexyl)-1-propyloxy]phenyl ester), C(CCCC)[C@@H]1CC[C@H](CC1)CCCOC1=CC=C(C=C1)OC(C1=CC(=C(C=C1)OCCCCCCCC)F)=O (4-octyloxy-3-fluorobenzoic acid 4-[3-(trans-4-pentylcyclohexyl)-1-propyloxy]phenyl ester). Yields the product C(CCCC)[C@@H]1CC[C@H](CC1)CCCOC1=CC=C(C=C1)OC(C1=CC(=C(C=C1)OCCCCC)F)=O (4-pentyloxy-3-fluorobenzoic acid 4-[3-(trans-4-pentylcyclohexyl)-1-propyloxy]phenyl ester). Reaction SMILES: [CH2:1]([C@H:6]1[CH2:11][CH2:10][C@H:9]([CH2:12][CH2:13][CH2:14][O:15][C:16]2[CH:21]=[CH:20][C:19]([O:22][C:23](=[O:38])[C:24]3[CH:29]=[CH:28][C:27]([O:30][CH2:31][CH2:32][CH2:33][CH2:34][CH2:35]C)=[C:26]([F:37])[CH:25]=3)=[CH:18][CH:17]=2)[CH2:8][CH2:7]1)[CH2:2][CH2:3][CH2:4][CH3:5].C([C@H]1CC[C@H](CCCOC2C=CC(OC(=O)C3C=CC(OCCCCCCCC)=C(F)C=3)=CC=2)CC1)CCCC>>[CH2:1]([C@H:6]1[CH2:7][CH2:8][C@H:9]([CH2:12][CH2:13][CH2:14][O:15][C:16]2[CH:21]=[CH:20][C:19]([O:22][C:23](=[O:38])[C:24]3[CH:29]=[CH:28][C:27]([O:30][CH2:31][CH2:32][CH2:33][CH2:34][CH3:35])=[C:26]([F:37])[CH:25]=3)=[CH:18][CH:17]=2)[CH2:10][CH2:11]1)[CH2:2][CH2:3][CH2:4][CH3:5]. Procedure details: 4-hexyloxy-3-fluorobenzoic acid 4-[3-(trans-4-pentylcyclohexyl)-1-propyloxy]phenyl ester; 4-octyloxy-3-fluorobenzoic acid 4-[3-(trans-4-pentylcyclohexyl)-1-propyloxy]phenyl ester; Reactants: BrB(Br)Br, COc1ccc2oc3c4ccccc4c(=O)[nH]c3c2c1, O. The product is O=c1[nH]c2c3cc(O)ccc3oc2c2ccccc12. As a reaction SMILES: [B:21]([Br:22])([Br:23])[Br:24].[CH3:1][O:2][c:3]1[cH:4][c:5]2[c:6]3[nH:7][c:8](=[O:20])[c:9]4[c:10]([c:11]3[o:12][c:13]2[cH:14][cH:15]1)[cH:16][cH:17][cH:18][cH:19]4.[OH2:25]>>[OH:2][c:3]1[cH:4][c:5]2[c:6]3[nH:7][c:8](=[O:20])[c:9]4[c:10]([c:11]3[o:12][c:13]2[cH:14][cH:15]1)[cH:16][cH:17][cH:18][cH:19]4. Starting materials: CN(C)C=O (DMF), OC1=CC=C(C=C1)CC(=O)O (4-hydroxyphenylacetic acid), C(C1=CC=CC=C1)Br (benzyl bromide), C([O-])([O-])=O.[K+].[K+] (potassium carbonate). The solvent is O (Water). Run at time 6 hour. Yields the product C(C1=CC=CC=C1)OC1=CC=C(C=C1)CC(=O)OCC (Ethyl 4-benzyloxyphenylacetate). RXN SMILES: CN([CH:4]=[O:5])C.[OH:6][C:7]1[CH:12]=[CH:11][C:10]([CH2:13][C:14]([OH:16])=O)=[CH:9][CH:8]=1.[CH2:17](Br)[C:18]1[CH:23]=[CH:22][CH:21]=[CH:20][CH:19]=1.[C:25](=O)([O-])[O-].[K+].[K+]>O>[CH2:17]([O:6][C:7]1[CH:8]=[CH:9][C:10]([CH2:13][C:14]([O:5][CH2:4][CH3:25])=[O:16])=[CH:11][CH:12]=1)[C:18]1[CH:23]=[CH:22][CH:21]=[CH:20][CH:19]=1 |f:3.4.5|. Reported procedure: A DMF (100 ml) suspension of 4-hydroxyphenylacetic acid (10.0 g, 55.5 mmols), benzyl bromide (7.93 ml, 66.6 mmols) and potassium carbonate (23.1 g, 167 mmols) was stirred at room temperature for 6 hours. Water was added to the reaction mixture, which was then extracted with ethyl acetate. The organic layer was washed with water and a saturated aqueous sodium chloride solution, and then dried. The solvent was evaporated out in vacuo, and the resulting crude product was purified by silica gel colu... Starting materials: CCOC(OCC)C(=O)CCC=C(C)CCC=C(C)C, CCO, O=[Se]. Yields the product CCOC(OCC)C(=O)CCC=C(C)CCC=C(C)CO. Reaction SMILES: [CH2:1]([CH3:2])[O:3][CH:4]([C:5]([CH2:6][CH2:7][CH:8]=[C:9]([CH2:10][CH2:11][CH:12]=[C:13]([CH3:14])[CH3:15])[CH3:16])=[O:17])[O:18][CH2:19][CH3:20].[CH3:23][CH2:24][OH:25].[Se:21]=[O:22]>>[CH2:1]([CH3:2])[O:3][CH:4]([C:5]([CH2:6][CH2:7][CH:8]=[C:9]([CH2:10][CH2:11][CH:12]=[C:13]([CH2:14][OH:22])[CH3:15])[CH3:16])=[O:17])[O:18][CH2:19][CH3:20]. Reactants: OCC1CN(CCN1)C(=O)OC(C)(C)C ((+/−) Tert-butyl 3-(hydroxymethyl)piperazine-1-carboxylate), C(#N)[BH3-].[Na+] (Sodium cyanoborohydride), O1CC(C1)=O (oxetan-3-one), CC(=O)O (AcOH). The solvent is C(Cl)Cl (DCM), CO (MeOH). Run at time 2 hour. The product is OCC1CN(CCN1C1COC1)C(=O)OC(C)(C)C ((+/−) Tert-butyl 3-(hydroxymethyl)-4-(oxetan-3-yl)piperazine-1-carboxylate). Yield: 62.1%. Reaction SMILES: [OH:1][CH2:2][CH:3]1[NH:8][CH2:7][CH2:6][N:5]([C:9]([O:11][C:12]([CH3:15])([CH3:14])[CH3:13])=[O:10])[CH2:4]1.[O:16]1[CH2:19][C:18](=O)[CH2:17]1.CC(O)=O.C([BH3-])#N.[Na+]>C(Cl)Cl.CO>[OH:1][CH2:2][CH:3]1[N:8]([CH:18]2[CH2:19][O:16][CH2:17]2)[CH2:7][CH2:6][N:5]([C:9]([O:11][C:12]([CH3:15])([CH3:14])[CH3:13])=[O:10])[CH2:4]1 |f:3.4|. Procedure: (+/−) Tert-butyl 3-(hydroxymethyl)piperazine-1-carboxylate (3.07 g, 14.19 mmol), oxetan-3-one (1.820 mL, 28.4 mmol), AcOH (1.625 mL, 28.4 mmol), and 4 Å molecular sieves were taken up in DCM (16 mL) and MeOH (16.00 mL), and the reaction was stirred at room temperature overnight. Sodium cyanoborohydride (4.46 g, 71.0 mmol) was added and the reaction was stirred at room temperature for 2 h. The reaction mixture was filtered through celite, rinsing with MeOH. The solvent was removed in vacuo and th...